Dataset: the Open Reaction Database (ORD), a public repository of structured organic reaction records. Task: describe an organic reaction: reactants, conditions, products, and yield Starting materials: CCOC(=O)C1(C(=O)OCC)C(c2ccccc2)CC(O)N1C(C)=O, CC[SiH](CC)CC, ClCCl, O=C(O)C(F)(F)F. The product is CCOC(=O)C1(C(=O)OCC)C(c2ccccc2)CCN1C(C)=O. Reaction SMILES: [C:1]([CH3:2])(=[O:3])[N:4]1[C:5]([C:16](=[O:17])[O:18][CH2:19][CH3:20])([C:21](=[O:22])[O:23][CH2:24][CH3:25])[CH:6]([c:10]2[cH:11][cH:12][cH:13][cH:14][cH:15]2)[CH2:7][CH:8]1[OH:9].[CH2:26]([SiH:27]([CH2:28][CH3:29])[CH2:30][CH3:31])[CH3:32].[Cl:40][CH2:41][Cl:42].[OH:33][C:34]([C:35]([F:36])([F:37])[F:38])=[O:39]>>[C:1]([CH3:2])(=[O:3])[N:4]1[C:5]([C:16](=[O:17])[O:18][CH2:19][CH3:20])([C:21](=[O:22])[O:23][CH2:24][CH3:25])[CH:6]([c:10]2[cH:11][cH:12][cH:13][cH:14][cH:15]2)[CH2:7][CH2:8]1. The reactants are IC (Iodomethane), 1-methyl-2-(tetrahydropyran-2′-yloxy)-cyclohexane carboxylic acid, O=C1C(CCCC1)C(=O)OCC (ethyl 2-oxocyclohexane carboxylate), CC(C)([O-])C.[K+] (Potassium tert-butoxide). Run in C1CCOC1 (THF). Conditions: time 5 minute. Product: CC1(C(CCCC1)=O)C(=O)OCC (racemic ethyl 1-methyl-2-oxo-cyclohexanecarboxylate). RXN SMILES: [O:1]=[C:2]1[CH2:7][CH2:6][CH2:5][CH2:4][CH:3]1[C:8]([O:10][CH2:11][CH3:12])=[O:9].[CH3:13]C(C)([O-])C.[K+].IC>C1COCC1>[CH3:13][C:3]1([C:8]([O:10][CH2:11][CH3:12])=[O:9])[CH2:4][CH2:5][CH2:6][CH2:7][C:2]1=[O:1] |f:1.2|. Procedure: For the synthesis of the protected acid side-chain 1-methyl-2-(tetrahydropyran-2′-yloxy)-cyclohexane carboxylic acid, ethyl 2-oxocyclohexane carboxylate (8.5 g, 50 mmol) was dissolved in dry THF at ambient temperature under N2. Potassium tert-butoxide (75 mmol) was added slowly and the reaction was stirred for 5 minutes. Iodomethane (100 mmol) was then added and the reaction was stirred at ambient temperature for 1 hour. The reaction solvent was removed under reduced pressure and the residue was... Reactants: COC(CO)COCCCCCCCCCCCCCCCCCC (2-methoxy-3-octadecyloxy-1-propanol), C1=CC=C(C=C1)S(=O)(=O)Cl (benzenesulfochloride), COC(CS)COCCCCCCCCCCCCCCCCCC (2-methoxy-3-octadecyloxy-1-propanethiol). Run in N1=CC=CC=C1 (pyridine). The product is C1(=CC=CC=C1)S(=O)(=O)OCC(COCCCCCCCCCCCCCCCCCC)OC (2-methoxy-3-octadecyloxy-1-propanol benzene-sulfonate). As a reaction SMILES: COC(COCCCCCCCCCCCCCCCCCC)CS.[CH3:26][O:27][CH:28]([CH2:31][O:32][CH2:33][CH2:34][CH2:35][CH2:36][CH2:37][CH2:38][CH2:39][CH2:40][CH2:41][CH2:42][CH2:43][CH2:44][CH2:45][CH2:46][CH2:47][CH2:48][CH2:49][CH3:50])[CH2:29][OH:30].[CH:51]1[CH:56]=[CH:55][C:54]([S:57](Cl)(=[O:59])=[O:58])=[CH:53][CH:52]=1>N1C=CC=CC=1>[C:54]1([S:57]([O:30][CH2:29][CH:28]([O:27][CH3:26])[CH2:31][O:32][CH2:33][CH2:34][CH2:35][CH2:36][CH2:37][CH2:38][CH2:39][CH2:40][CH2:41][CH2:42][CH2:43][CH2:44][CH2:45][CH2:46][CH2:47][CH2:48][CH2:49][CH3:50])(=[O:59])=[O:58])[CH:55]=[CH:56][CH:51]=[CH:52][CH:53]=1. Reported procedure: The 2-methoxy-3-octadecyloxy-1-propanethiol used as starting material is prepared in the following manner: 2-methoxy-3-octadecyloxy-1-propanol is reacted with benzenesulfochloride in anhydrous pyridine to give 2-methoxy-3-octadecyloxy-1-propanol benzene-sulfonate, (oil). This is then reacted with thiorea in butanol to give the isothiuronium salt which is saponified with potassium hydroxide solution and the thiol liberated with hydrochloric acid. The reactants are ClC=1C=C(C=CC1Cl)C1=NC(=NC=C1OCC(F)(F)F)C(=O)O (4-(3,4-dichloro-phenyl)-5-(2,2,2-trifluoro-ethoxy)-pyrimidine-2-carboxylic acid), Cl.COC1=NOC(=C1)CN (3-methoxy-5-isoxazolemethanamine hydrochloride). The product is ClC=1C=C(C=CC1Cl)C1=NC(=NC=C1OCC(F)(F)F)C(=O)NCC1=CC(=NO1)OC (4-(3,4-dichlorophenyl)-N-((3-methoxyisoxazol-5-yl)methyl)-5-(2,2,2-trifluoroethoxy)pyrimidine-2-carboxamide). As a reaction SMILES: [Cl:1][C:2]1[CH:3]=[C:4]([C:9]2[C:14]([O:15][CH2:16][C:17]([F:20])([F:19])[F:18])=[CH:13][N:12]=[C:11]([C:21](O)=[O:22])[N:10]=2)[CH:5]=[CH:6][C:7]=1[Cl:8].Cl.[CH3:25][O:26][C:27]1[CH:31]=[C:30]([CH2:32][NH2:33])[O:29][N:28]=1>>[Cl:1][C:2]1[CH:3]=[C:4]([C:9]2[C:14]([O:15][CH2:16][C:17]([F:20])([F:18])[F:19])=[CH:13][N:12]=[C:11]([C:21]([NH:33][CH2:32][C:30]3[O:29][N:28]=[C:27]([O:26][CH3:25])[CH:31]=3)=[O:22])[N:10]=2)[CH:5]=[CH:6][C:7]=1[Cl:8] |f:1.2|. Procedure: The title compound was synthesized in analogy to Example 1, using 4-(3,4-dichloro-phenyl)-5-(2,2,2-trifluoro-ethoxy)-pyrimidine-2-carboxylic acid (example AA) and 3-methoxy-5-isoxazolemethanamine hydrochloride as starting materials, 477.0 (M+H)+. The reactants are O[C@H](C)[C@@H]1[C@@H]2N(C(=C([C@@H]2C)S\C=C/C2=C(N=CS2)CO)C(=O)[O-])C1=O.[Na+] (sodium (1R,5S,6S)-6-((1R)-1-hydroxyethyl)-2-[[(Z)-2-(4-hydroxymethylthiazol-5-yl)ethen-1-yl]thio]-1-methyl-1-carbapen-2-em-3-carboxylate), C(CCCC)OC(=O)OCI ((pentan-1-yl)oxycarbonyloxymethyl iodide). Product: O[C@H](C)[C@@H]1[C@@H]2N(C(=C([C@@H]2C)S\C=C/C2=C(N=CS2)CO)C(=O)OCOC(=O)OCCCCC)C1=O ((Pentan-1-yl)oxycarbonyloxymethyl (1R,5S,6S)-6-((1R)-1-hydroxyethyl)-2-[[(Z)-2-(4-hydroxymethylthiazol-5-yl)ethen-1-yl]thio]-1-methyl-1-carbapen-2-em-3-carboxylate). Isolated yield 86.0%. Reaction SMILES: [OH:1][C@@H:2]([C@H:4]1[C:24](=[O:25])[N:6]2[C:7]([C:21]([O-:23])=[O:22])=[C:8]([S:11]/[CH:12]=[CH:13]\[C:14]3[S:18][CH:17]=[N:16][C:15]=3[CH2:19][OH:20])[C@H:9]([CH3:10])[C@H:5]12)[CH3:3].[Na+].[CH2:27]([O:32][C:33]([O:35][CH2:36]I)=[O:34])[CH2:28][CH2:29][CH2:30][CH3:31]>>[OH:1][C@@H:2]([C@H:4]1[C:24](=[O:25])[N:6]2[C:7]([C:21]([O:23][CH2:36][O:35][C:33]([O:32][CH2:27][CH2:28][CH2:29][CH2:30][CH3:31])=[O:34])=[O:22])=[C:8]([S:11]/[CH:12]=[CH:13]\[C:14]3[S:18][CH:17]=[N:16][C:15]=3[CH2:19][OH:20])[C@H:9]([CH3:10])[C@H:5]12)[CH3:3] |f:0.1|. Procedure details: In the same manner as in Example 81, 168 mg of the title compound was prepared from 150 mg of sodium (1R,5S,6S)-6-((1R)-1-hydroxyethyl)-2-[[(Z)-2-(4-hydroxymethylthiazol-5-yl)ethen-1-yl]thio]-1-methyl-1-carbapen-2-em-3-carboxylate and 162 mg of (pentan-1-yl)oxycarbonyloxymethyl iodide. The reactants are C(C1=CC=CC=C1)(=O)O[C@H]1[C@@H]([C@H]2CC(O[C@H]2C1)=O)\C=C(/C([C@H](CC#CCC)C)=O)\Br ((1S,5R,6S,7R)-7-benzoyloxy-6-[(E)-(4S)-2-brom-3-oxo-4-methyl-1-nonen-6-inyl]-2-oxa-bicyclo[3.3.0]octan- 3-one), C(C1=CC=CC=C1)(=O)O[C@H]1[C@@H]([C@H]2CC(O[C@H]2C1)=O)\C=C(/[C@@H]([C@H](CC#CCC)C)O)\Br ((1S,5R,6S,7R)-7-benzoyloxy-6-[(E)-(3R,4S)-2 -bromo-3-hydroxy-4-methyl-1-nonen-6-inyl]-2-oxabicyclo[3.3.0]octan-3-one), O (water), C(C)(C)O (isopropanol). Solvent: CC(=O)C (acetone). Reaction conditions: temperature -30 celsius, time 10 minute. The product is C(C1=CC=CC=C1)(=O)O[C@H]1[C@@H]([C@H]2CC(O[C@H]2C1)=O)C(/C(=C/[C@H](CC#CCC)C)/Br)=O ((1S,5R,6R,7R)-7-benzoyloxy-6-[(Z)-(4S)-1-oxo-2-bromo-4-methyl-non-2-en-6-inyl]-2-oxabicyclo[3.3.0]octan-3-one). Yield: 26.0%. Reaction SMILES: [C:1]([O:9][C@@H:10]1[CH2:17][C@H:16]2[C@H:12]([CH2:13][C:14](=[O:18])[O:15]2)[C@H:11]1/[CH:19]=[C:20](/[Br:30])\[C@H:21](O)[C@@H:22]([CH3:28])[CH2:23][C:24]#[C:25][CH2:26][CH3:27])(=[O:8])[C:2]1[CH:7]=[CH:6][CH:5]=[CH:4][CH:3]=1.C([OH:34])(C)C.O.C(O[C@@H]1C[C@H]2[C@H](CC(=O)O2)[C@H]1/C=C(/Br)\C(=O)[C@@H](C)CC#CCC)(=O)C1C=CC=CC=1>CC(C)=O>[C:1]([O:9][C@@H:10]1[CH2:17][C@H:16]2[C@H:12]([CH2:13][C:14](=[O:18])[O:15]2)[C@H:11]1[C:19](=[O:34])/[C:20](/[Br:30])=[CH:21]/[C@@H:22]([CH3:28])[CH2:23][C:24]#[C:25][CH2:26][CH3:27])(=[O:8])[C:2]1[CH:7]=[CH:6][CH:5]=[CH:4][CH:3]=1. Procedure details: 17.6 g (37.1mmol) of (1S,5R,6S,7R)-7-benzoyloxy-6-[(E)-(3R,4S)-2 -bromo-3-hydroxy-4-methyl-1-nonen-6-inyl]-2-oxabicyclo[3.3.0]octan-3-one (for preparation see EP0284547) is dissolved in 260 ml of acetone, cooled under an atmosphere of dry argon to -30° C. and 20 ml of a standardized Jones solution is instilled within 10 minutes. It is stirred for another 1.5 hours at -20° C., excess oxidizing agent is decomposed by adding 25 ml of isopropanol, allowed to heat to 20° C., mixed with 300 ml of wate... Reactants: ON=C(C1=CC2=C(O1)C=CC=C2OC)N (1-(Hydroxyimino)-1-(4-methoxybenzo(b)furan-2-yl)methylamine), C(C)(=O)OC(C)=O (acetic anhydride). The product is COC1=CC=CC=2OC(=CC21)C2=NOC(=N2)C (3-(4-methoxybenzo(b)furan-2-yl)-5-methyl-1,2,4-oxadiazole). RXN SMILES: [OH:1][N:2]=[C:3]([NH2:15])[C:4]1[O:8][C:7]2[CH:9]=[CH:10][CH:11]=[C:12]([O:13][CH3:14])[C:6]=2[CH:5]=1.[C:16](OC(=O)C)(=O)[CH3:17]>>[CH3:14][O:13][C:12]1[C:6]2[CH:5]=[C:4]([C:3]3[N:15]=[C:16]([CH3:17])[O:1][N:2]=3)[O:8][C:7]=2[CH:9]=[CH:10][CH:11]=1. Procedure: 1-(Hydroxyimino)-1-(4-methoxybenzo(b)furan-2-yl)methylamine (3.4 g) was dissolved in acetic anhydride (40 ml) and the mixture was refluxed under heating for 14 hr. The reaction mixture was concentrated under reduced pressure and the obtained residue was recrystallized from acetonitrile to give the title compound (1.1 g) as pale-as brown crystals. The reactants are C(C)OC(=O)N1CCN(CC1)C([C@H](CCC(=O)OC(C)(C)C)NC(=O)C1=NN(C(=C1)O[C@@H](C)C(=O)OCC1=CC=CC=C1)C1=CC=CC=C1)=O (4-((S)-2-{[5-((S)-1-Benzyloxycarbonyl-ethoxy)-1-phenyl-1H-pyrazole-3-carbonyl]-amino}-4-tert-butoxycarbonyl-butyryl)-piperazine-1-carboxylic acid ethyl ester). The solvent is C(C)(=O)OCC (ethyl acetate). Run at time 16 hour. Yields the product C(C)OC(=O)N1CCN(CC1)C([C@H](CCC(=O)OC(C)(C)C)NC(=O)C1=NN(C(=C1)O[C@@H](C)C(=O)O)C1=CC=CC=C1)=O (4-((S)-4-tert-Butoxycarbonyl-2-{[5-((S)-1-carboxy-ethoxy)-1-phenyl-1H-pyrazole-3-carbonyl]-amino}-butyryl)-piperazine-1-carboxylic acid ethyl ester). RXN SMILES: [CH2:1]([O:3][C:4]([N:6]1[CH2:11][CH2:10][N:9]([C:12](=[O:50])[C@@H:13]([NH:23][C:24]([C:26]2[CH:30]=[C:29]([O:31][C@H:32]([C:34]([O:36]CC3C=CC=CC=3)=[O:35])[CH3:33])[N:28]([C:44]3[CH:49]=[CH:48][CH:47]=[CH:46][CH:45]=3)[N:27]=2)=[O:25])[CH2:14][CH2:15][C:16]([O:18][C:19]([CH3:22])([CH3:21])[CH3:20])=[O:17])[CH2:8][CH2:7]1)=[O:5])[CH3:2]>C(OCC)(=O)C>[CH2:1]([O:3][C:4]([N:6]1[CH2:11][CH2:10][N:9]([C:12](=[O:50])[C@@H:13]([NH:23][C:24]([C:26]2[CH:30]=[C:29]([O:31][C@H:32]([C:34]([OH:36])=[O:35])[CH3:33])[N:28]([C:44]3[CH:49]=[CH:48][CH:47]=[CH:46][CH:45]=3)[N:27]=2)=[O:25])[CH2:14][CH2:15][C:16]([O:18][C:19]([CH3:22])([CH3:21])[CH3:20])=[O:17])[CH2:8][CH2:7]1)=[O:5])[CH3:2]. Procedure: To a solution of 5.84 g 4-((S)-2-{[5-((S)-1-Benzyloxycarbonyl-ethoxy)-1-phenyl-1H-pyrazole-3-carbonyl]-amino}-4-tert-butoxycarbonyl-butyryl)-piperazine-1-carboxylic acid ethyl ester in 30 ml ethyl acetate was added under argon 1.0 g Pd/C (10%) and the suspension was stirred under an atmosphere of hydrogen (1 bar) for 16 h. The suspension was filtered over a plug of Celite® and washed with ethyl acetate. The crude product obtained after evaporation of the solvent was dried under vacuo. Yield: 4.5... Starting materials: [H][H] (hydrogen), OC1=C(C(C=CC2=CC(=C(C=C2)OC)OCOC)=O)C(=CC(=C1CC=C(C)C)OC)OC (2'-hydroxy-4,4',6'-trimethoxy-3-methoxymethoxy-3'-(3-methyl-2-butenyl)chalcone), [H][H] (hydrogen). Reagents/catalysts: [Pd] (palladium/carbon). The solvent is C(C)(=O)OCC (ethyl acetate), C(C)(=O)OCC (ethyl acetate). Conditions: time 8 hour. The product is OC1=C(C(=CC(=C1CCC(C)C)OC)OC)C(CCC1=CC(=C(C=C1)OC)OCOC)=O (1-(2-hydroxy-4,6-dimethoxy-3-isopentylphenyl)-3-(4-methoxy-3-methoxymethoxyphenyl)-1-propanone). The yield is 87.2%. RXN SMILES: [H][H].[OH:3][C:4]1[C:25]([CH2:26][CH:27]=[C:28]([CH3:30])[CH3:29])=[C:24]([O:31][CH3:32])[CH:23]=[C:22]([O:33][CH3:34])[C:5]=1[C:6](=[O:21])[CH:7]=[CH:8][C:9]1[CH:14]=[CH:13][C:12]([O:15][CH3:16])=[C:11]([O:17][CH2:18][O:19][CH3:20])[CH:10]=1>[Pd].C(OCC)(=O)C>[OH:3][C:4]1[C:25]([CH2:26][CH2:27][CH:28]([CH3:30])[CH3:29])=[C:24]([O:31][CH3:32])[CH:23]=[C:22]([O:33][CH3:34])[C:5]=1[C:6](=[O:21])[CH2:7][CH2:8][C:9]1[CH:14]=[CH:13][C:12]([O:15][CH3:16])=[C:11]([O:17][CH2:18][O:19][CH3:20])[CH:10]=1. Procedure details: To 40 ml of an ethyl acetate solution of 0.7 g of 5% palladium/carbon, in which hydrogen had been adsorbed in advance, was added 160 ml of an ethyl acetate solution of 5.0 g of the so-obtained 2'-hydroxy-4,4',6'-trimethoxy-3-methoxymethoxy-3'-(3-methyl-2-butenyl)chalcone, and hydrogen was further adsorbed with strong stirring. Then the mixture was stirred overnight, and the palladium/carbon was removed by using Celite and the solvent was removed by distillation. The residue was dissolved in diet... Solvent: C(C)(=O)O (acetic acid), C1CCOC1 (THF). Procedure: 3M aqueous HCl (16 eq) was added to a solution of methyl 2-[2-(aminomethyl)phenyl]-3-cyclohexyl-1-(1,3-dioxolan-2-ylmethyl)-1H-indole-6-carboxylate in THF (0.03 M). The reaction was heated with stirring at reflux for 24 h, before being allowed to cool to RT, basified with aqueous NaOH (2N) and extracted into EtOAc (3 times). The combined organics were washed with water, brine, dried over Na2SO4, filtered and concentrated in vacuo to afford the crude intermediate as a yellow oil. This oil was tak... Isolated yield 46.0%. Product: C1(CCCCC1)C=1C=2C=CC(=CC2N2C1C1=C(CNCC2)C=CC=C1)C(=O)OC (methyl 14-cyclohexyl-5,6,7,8-tetrahydroindolo[2,1-a][2,5]benzodiazocine-11-carboxylate). Starting materials: CO (MeOH), Cl (HCl), NCC1=C(C=CC=C1)C=1N(C2=CC(=CC=C2C1C1CCCCC1)C(=O)OC)CC1OCCO1 (methyl 2-[2-(aminomethyl)phenyl]-3-cyclohexyl-1-(1,3-dioxolan-2-ylmethyl)-1H-indole-6-carboxylate), [OH-].[Na+] (NaOH), [BH3-]C#N.[Na+] (NaCNBH3). As a reaction SMILES: Cl.[NH2:2][CH2:3][C:4]1[CH:9]=[CH:8][CH:7]=[CH:6][C:5]=1[C:10]1[N:11]([CH2:29][CH:30]2OCCO2)[C:12]2[C:17]([C:18]=1[CH:19]1[CH2:24][CH2:23][CH2:22][CH2:21][CH2:20]1)=[CH:16][CH:15]=[C:14]([C:25]([O:27][CH3:28])=[O:26])[CH:13]=2.[OH-].[Na+].CO.[BH3-]C#N.[Na+]>C1COCC1.C(O)(=O)C>[CH:19]1([C:18]2[C:17]3[CH:16]=[CH:15][C:14]([C:25]([O:27][CH3:28])=[O:26])=[CH:13][C:12]=3[N:11]3[CH2:29][CH2:30][NH:2][CH2:3][C:4]4[CH:9]=[CH:8][CH:7]=[CH:6][C:5]=4[C:10]=23)[CH2:20][CH2:21][CH2:22][CH2:23][CH2:24]1 |f:2.3,5.6|.